From a dataset of the Open Reaction Database (ORD), a public repository of structured organic reaction records. describe an organic reaction: reactants, conditions, products, and yield Reactants: C(C)OC(=O)COCCC(C(C(C(=O)OCC)NC=O)O)=C (ethyl 6-ethoxycarbonylmethoxy-2-formylamino-3-hydroxy-4-methylene-hexanoate), S(=O)(Br)Br (thionyl bromide). Solvent: O (water). Reaction conditions: time 10 minute. The product is BrCC(C(C(C(=O)OCC)NC=O)O)CCOCC(=O)OCC (ethyl 4-bromomethyl-6-ethoxycarbonylmethoxy-2-formylamino-3-hydroxy-hexanoate). As a reaction SMILES: [CH2:1]([O:3][C:4]([CH2:6][O:7][CH2:8][CH2:9][C:10](=[CH2:22])[CH:11]([OH:21])[CH:12]([NH:18][CH:19]=[O:20])[C:13]([O:15][CH2:16][CH3:17])=[O:14])=[O:5])[CH3:2].S(Br)([Br:25])=O>O>[Br:25][CH2:22][CH:10]([CH2:9][CH2:8][O:7][CH2:6][C:4]([O:3][CH2:1][CH3:2])=[O:5])[CH:11]([OH:21])[CH:12]([NH:18][CH:19]=[O:20])[C:13]([O:15][CH2:16][CH3:17])=[O:14]. Procedure details: 7.5 g (23.6 mmol)of ethyl 6-ethoxycarbonylmethoxy-2-formylamino-3-hydroxy-4-methylene-hexanoate are dissolved in 75 ml of CH2C12 and 2.2 ml (28.3 mmol) of thionyl bromide are then added dropwise at room temperature to this solution. After 1 hour 50 ml of water are added and the reaction mixture is stirred vigorously for 10 minutes. The organic phase is separated and washed once with water, once with a 1N solution of KHCO3 and once with brine. The aqueous phases are extracted twice with CH2Cl2. T... The reactants are CSC=1S\C(\C(N1)=O)=C/C=1C=C2C=CC=NC2=CC1 (2-methylsulfanyl-5-[1-quinolin-6-yl-meth-(Z)-ylidene]-thiazol-4-one), FC1=CC=C(C=C1)C[C@H](CO)N ((R)-2-(4-fluoro-phenyl)-1-hydroxymethyl-ethylamine), CCN(C(C)C)C(C)C (DIEA). Yields the product FC1=CC=C(C=C1)C[C@H](CO)NC=1S\C(\C(N1)=O)=C/C=1C=C2C=CC=NC2=CC1 (2-[(R)-2-(4-fluoro-phenyl)-1-hydroxymethyl-ethylamino]-5-[1-quinolin-6-yl-meth-(Z)-ylidene]-thiazol-4-one). Reaction SMILES: CS[C:3]1[S:4]/[C:5](=[CH:9]\[C:10]2[CH:11]=[C:12]3[C:17](=[CH:18][CH:19]=2)[N:16]=[CH:15][CH:14]=[CH:13]3)/[C:6](=[O:8])[N:7]=1.[F:20][C:21]1[CH:26]=[CH:25][C:24]([CH2:27][C@@H:28]([NH2:31])[CH2:29][OH:30])=[CH:23][CH:22]=1.CCN(C(C)C)C(C)C>>[F:20][C:21]1[CH:22]=[CH:23][C:24]([CH2:27][C@@H:28]([NH:31][C:3]2[S:4]/[C:5](=[CH:9]\[C:10]3[CH:11]=[C:12]4[C:17](=[CH:18][CH:19]=3)[N:16]=[CH:15][CH:14]=[CH:13]4)/[C:6](=[O:8])[N:7]=2)[CH2:29][OH:30])=[CH:25][CH:26]=1. Procedure details: The similar procedure as described in example 1b was used, starting from 2-methylsulfanyl-5-[1-quinolin-6-yl-meth-(Z)-ylidene]-thiazol-4-one, (R)-2-(4-fluoro-phenyl)-1-hydroxymethyl-ethylamine and DIEA to give 2-[(R)-2-(4-fluoro-phenyl)-1-hydroxymethyl-ethylamino]-5-[1-quinolin-6-yl-meth-(Z)-ylidene]-thiazol-4-one. LC-MS m/e 408 (MH+). Starting materials: CN(C)C=O, CC(C)(C)[O-], CCOC(C)=O, CC(O)(CN1CCN(C(=O)OCC=Cc2ccc(C(F)(F)F)cc2)CC1)Cn1cc([N+](=O)[O-])nc1Sc1c(Cl)cccc1[N+](=O)[O-], [Na+], O. Yields the product CC1(CN2CCN(C(=O)OCC=Cc3ccc(C(F)(F)F)cc3)CC2)Cn2cc([N+](=O)[O-])nc2O1. RXN SMILES: [CH3:1][N:2]([CH3:3])[CH:4]=[O:5].[CH3:52][C:53]([CH3:54])([O-:55])[CH3:56].[CH3:59][CH2:60][O:61][C:62](=[O:63])[CH3:64].[Cl:6][c:7]1[cH:8][cH:9][cH:10][c:11]([N+:12]([O-:13])=[O:14])[c:15]1[S:16][c:17]1[n:18]([CH2:25][C:26]([CH2:27][N:28]2[CH2:29][CH2:30][N:31]([C:34](=[O:35])[O:36][CH2:37][CH:38]=[CH:39][c:40]3[cH:41][cH:42][c:43]([C:46]([F:47])([F:48])[F:49])[cH:44][cH:45]3)[CH2:32][CH2:33]2)([CH3:50])[OH:51])[cH:19][c:20]([N+:22](=[O:23])[O-:24])[n:21]1.[Na+:57].[OH2:58]>>[c:17]12[n:18]([cH:19][c:20]([N+:22](=[O:23])[O-:24])[n:21]1)[CH2:25][C:26]([CH2:27][N:28]1[CH2:29][CH2:30][N:31]([C:34](=[O:35])[O:36][CH2:37][CH:38]=[CH:39][c:40]3[cH:41][cH:42][c:43]([C:46]([F:47])([F:48])[F:49])[cH:44][cH:45]3)[CH2:32][CH2:33]1)([CH3:50])[O:51]2. Reaction SMILES: [CH3:1][O:2][c:3]1[cH:4][c:5]([CH:14]2[S:15][CH:16]([c:19]3[cH:20][c:21]([O:29][CH3:30])[c:22]([O:27][CH3:28])[c:23]([O:25][CH3:26])[cH:24]3)[CH2:17][CH2:18]2)[cH:6][c:7]([N+:11]([O-:12])=[O:13])[c:8]1[O:9][CH3:10].[CH3:34][CH2:35][OH:36].[Ca+2:32].[Cl-:31].[Cl-:33].[OH2:37].[Zn:38]>>[CH3:1][O:2][c:3]1[cH:4][c:5]([CH:14]2[S:15][CH:16]([c:19]3[cH:20][c:21]([O:29][CH3:30])[c:22]([O:27][CH3:28])[c:23]([O:25][CH3:26])[cH:24]3)[CH2:17][CH2:18]2)[cH:6][c:7]([NH2:11])[c:8]1[O:9][CH3:10]. The product is COc1cc(C2CCC(c3cc(OC)c(OC)c(OC)c3)S2)cc(N)c1OC. Reactants: COc1cc(C2CCC(c3cc(OC)c(OC)c([N+](=O)[O-])c3)S2)cc(OC)c1OC, CCO, [Ca+2], [Cl-], [Cl-], O, [Zn]. Reactants: Cl.O=C1N(C=2C(=NC=C(N2)C2=CC=C(C(OCC)=N)C=C2)N1)CCN1CCCCC1 (Ethyl 4-(2-oxo-3-(2-(piperidin-1-yl)ethyl)-2,3-dihydro-1H-imidazo[4,5-b]pyrazin-5-yl)benzimidate hydrochloride), O=C1N(C=2C(=NC=C(N2)C2=CC=C(C#N)C=C2)N1)CCN1CCCCC1 (4-(2-Oxo-3-(2-(piperidin-1-yl)ethyl)-2,3-dihydro-1H-imidazo[4,5-b]pyrazin-5-yl)benzonitrile), Cl (hydrogen chloride). Solvent: C(C)O (ethanol). Reaction conditions: time 8 hour. Product: N=1N=C(NC1)C1=CC=C(C=C1)C1=CN=C2C(=N1)N(C(N2)=O)CCN2CCCCC2 (6-(4-(4H-1,2,4-TRIAZOL-3-YL)PHENYL)-1-(2-(PIPERIDIN-1-YL)ETHYL)-1H-IMIDAZO[4,5-B]PYRAZIN-2(3H)-ONE). Yield: 64.6%. RXN SMILES: Cl.O=[C:3]1[NH:22]C2=NC=C(C3C=CC(C(=N)OCC)=CC=3)N=C2[N:4]1CCN1CCCCC1.[O:31]=[C:32]1[NH:48][C:35]2=[N:36][CH:37]=[C:38]([C:40]3[CH:47]=[CH:46][C:43]([C:44]#[N:45])=[CH:42][CH:41]=3)[N:39]=[C:34]2[N:33]1[CH2:49][CH2:50][N:51]1[CH2:56][CH2:55][CH2:54][CH2:53][CH2:52]1.Cl>C(O)C>[N:4]1[N:45]=[C:44]([C:43]2[CH:42]=[CH:41][C:40]([C:38]3[N:39]=[C:34]4[N:33]([CH2:49][CH2:50][N:51]5[CH2:52][CH2:53][CH2:54][CH2:55][CH2:56]5)[C:32](=[O:31])[NH:48][C:35]4=[N:36][CH:37]=3)=[CH:47][CH:46]=2)[NH:22][CH:3]=1 |f:0.1|. Procedure: Ethyl 4-(2-oxo-3-(2-(piperidin-1-yl)ethyl)-2,3-dihydro-1H-imidazo[4,5-b]pyrazin-5-yl)benzimidate hydrochloride. 4-(2-Oxo-3-(2-(piperidin-1-yl)ethyl)-2,3-dihydro-1H-imidazo[4,5-b]pyrazin-5-yl)benzonitrile (0.5 g., 1.43 mmol) was placed in anhydrous ethanol (5 mL) and cooled on an ice bath. The mixture was charged with hydrogen chloride gas for 15 min, capped and allowed to stir overnight while warming to rt. The solvent was removed and the residue treated with ether, filtered and dried under high... Starting materials: ClC(=O)OC1=CC=C(C=C1)OC1=NC=C(C=C1)C(F)(F)F (4-(5-trifluoromethyl-pyridin-2-yloxy)-phenyl chloroformate), ClC1=C(CN2CCNCC2)C(=CC=C1)F (1-(2-chloro-6-fluorobenzyl)piperazine), [K+].[Br-] (KBr). Solvent: C(C)O (ethanol). The product is FC(C=1C=CC(=NC1)OC1=CC=C(C=C1)OC(=O)N1CCN(CC1)CC1=C(C=CC=C1F)Cl)(F)F (4-(2-Chloro-6-fluoro-benzyl)-piperazine-1-carboxylic acid 4-(5-trifluoromethyl-pyridin-2-yloxy)-phenyl ester). Reaction SMILES: Cl[C:2]([O:4][C:5]1[CH:10]=[CH:9][C:8]([O:11][C:12]2[CH:17]=[CH:16][C:15]([C:18]([F:21])([F:20])[F:19])=[CH:14][N:13]=2)=[CH:7][CH:6]=1)=[O:3].[Cl:22][C:23]1[CH:35]=[CH:34][CH:33]=[C:32]([F:36])[C:24]=1[CH2:25][N:26]1[CH2:31][CH2:30][NH:29][CH2:28][CH2:27]1.[K+].[Br-]>C(O)C>[F:19][C:18]([F:21])([F:20])[C:15]1[CH:16]=[CH:17][C:12]([O:11][C:8]2[CH:9]=[CH:10][C:5]([O:4][C:2]([N:29]3[CH2:28][CH2:27][N:26]([CH2:25][C:24]4[C:32]([F:36])=[CH:33][CH:34]=[CH:35][C:23]=4[Cl:22])[CH2:31][CH2:30]3)=[O:3])=[CH:6][CH:7]=2)=[N:13][CH:14]=1 |f:2.3|. Procedure details: The hydrochloride of the title compound was prepared from 4-(5-trifluoromethyl-pyridin-2-yloxy)-phenyl chloroformate and 1-(2-chloro-6-fluorobenzyl)piperazine. White crystals, m.p. 204-205° C. (from ethanol); HPLC-MS m/z=510 (M+H); IR (KBr): ν 1726 (C═O) cm−1; Reactants: CC=1N(C=CN1)C1=CC=C(C=C1)C=1C(CC(NN1)=O)C (6-[4-(2-methyl-1-imidazolyl)phenyl]-5-methyl-3-oxo-2,3,4,5-tetrahydropyridazine), C(\C=C\C(=O)O)(=O)O (fumaric acid). The solvent is C(C)O (ethanol). Yields the product C(\C=C\C(=O)O)(=O)O.CC=1N(C=CN1)C1=CC=C(C=C1)C=1C(CC(NN1)=O)C (6-[4-(2-Methyl-1-imidazolyl)phenyl]-5-methyl-3-oxo-2,3,4,5-tetrahydropyridazine fumarate). Reaction SMILES: [CH3:1][C:2]1[N:3]([C:7]2[CH:12]=[CH:11][C:10]([C:13]3[CH:14]([CH3:20])[CH2:15][C:16](=[O:19])[NH:17][N:18]=3)=[CH:9][CH:8]=2)[CH:4]=[CH:5][N:6]=1.[C:21]([OH:28])(=[O:27])/[CH:22]=[CH:23]/[C:24]([OH:26])=[O:25]>C(O)C>[C:21]([OH:28])(=[O:27])/[CH:22]=[CH:23]/[C:24]([OH:26])=[O:25].[CH3:1][C:2]1[N:3]([C:7]2[CH:8]=[CH:9][C:10]([C:13]3[CH:14]([CH3:20])[CH2:15][C:16](=[O:19])[NH:17][N:18]=3)=[CH:11][CH:12]=2)[CH:4]=[CH:5][N:6]=1 |f:3.4|. Reported procedure: A mixture of 2 g of 6-[4-(2-methyl-1-imidazolyl)phenyl]-5-methyl-3-oxo-2,3,4,5-tetrahydropyridazine and 0.865 g of fumaric acid was heated in ethanol until all the solid had dissolved. The solution was then evaporated to dryness, and the residue was dried.